Dataset: the Open Reaction Database (ORD), a public repository of structured organic reaction records. Task: describe an organic reaction: reactants, conditions, products, and yield Starting materials: ClCCC(=O)O (3-chloropropionic acid), [OH-].[Na+] (sodium hydroxide), C(C)(=O)NC=1C=C(C=CC1OC1=CC=CC=C1)O (3-acetylamino-4-phenoxyphenol). The solvent is O (water), O (water). Yields the product C(C)(=O)NC=1C=C(OCCC(=O)O)C=CC1OC1=CC=CC=C1 (3-(3-acetylamino-4-phenoxyphenoxy)propionic acid). Yield: 31.7%. Reaction SMILES: [OH-].[Na+].Cl[CH2:4][CH2:5][C:6]([OH:8])=[O:7].[C:9]([NH:12][C:13]1[CH:14]=[C:15]([OH:26])[CH:16]=[CH:17][C:18]=1[O:19][C:20]1[CH:25]=[CH:24][CH:23]=[CH:22][CH:21]=1)(=[O:11])[CH3:10]>O>[C:9]([NH:12][C:13]1[CH:14]=[C:15]([CH:16]=[CH:17][C:18]=1[O:19][C:20]1[CH:25]=[CH:24][CH:23]=[CH:22][CH:21]=1)[O:26][CH2:4][CH2:5][C:6]([OH:8])=[O:7])(=[O:11])[CH3:10] |f:0.1|. Reported procedure: 8.0 g of sodium hydroxide was dissolved in 240 ml of water. In this solution was dissolved 24.3 g of 3-acetylamino-4-phenoxyphenol. Thereto was added 10.9 g of 3-chloropropionic acid. The mixture was refluxed for 30 minutes. The reaction mixture was water-cooled. The resulting crystal was removed by filtration. The filtrate was adjusted to pH 9 with 4N hydrochloric acid and washed with two 50-ml portions of ethyl acetate. The aqueous layer was separated, adjusted to pH 4 with 4N hydrochloric aci... The reactants are Cc1c(NC(=O)OC(C)(C)C)sc2ccccc12, C1COCCO1, Cl. Yields the product Cl, Cc1c(N)sc2ccccc12. Reaction SMILES: [C:2]([O:3][C:4](=[O:5])[NH:8][c:9]1[c:10]([CH3:18])[c:11]2[c:12]([s:13]1)[cH:14][cH:15][cH:16][cH:17]2)([CH3:6])([CH3:7])[CH3:19].[CH2:20]1[O:21][CH2:22][CH2:23][O:24][CH2:25]1.[ClH:1]>>[ClH:1].[NH2:8][c:9]1[c:10]([CH3:18])[c:11]2[c:12]([s:13]1)[cH:14][cH:15][cH:16][cH:17]2. Reactants: CNC(SC)=NCCSCC=1N=C(SC1)CN(C)C (N-methyl-S-methyl-N'-[2-(2-dimethylaminomethylthiazol-4-ylmethylthio)ethyl]isothiourea), [N+](=O)([O-])C (nitromethane). Solvent: CC(CC)O (2-butanol). The product is CNC(=C[N+](=O)[O-])NCCSCC=1N=C(SC1)CN(C)C (N-methyl-N'-[2-(2-dimethylaminomethylthiazol-4-ylmethylthio)ethyl]-2-nitro-1,1-ethenediamine). As a reaction SMILES: [CH3:1][NH:2][C:3](=[N:6][CH2:7][CH2:8][S:9][CH2:10][C:11]1[N:12]=[C:13]([CH2:16][N:17]([CH3:19])[CH3:18])[S:14][CH:15]=1)SC.[N+:20]([CH3:23])([O-:22])=[O:21]>CC(O)CC>[CH3:1][NH:2][C:3]([NH:6][CH2:7][CH2:8][S:9][CH2:10][C:11]1[N:12]=[C:13]([CH2:16][N:17]([CH3:18])[CH3:19])[S:14][CH:15]=1)=[CH:23][N+:20]([O-:22])=[O:21]. Reported procedure: Nine g. of N-methyl-S-methyl-N'-[2-(2-dimethylaminomethylthiazol-4-ylmethylthio)ethyl]isothiourea was stirred in 45 ml. of nitromethane and 45 ml. of 2-butanol in a 95° bath for 20 hours. The reaction mixture was then evaporated to dryness on a warm water bath under vacuum, and the residue was dissolved in 50 ml. of ethyl acetate and stirred at ambient temperature. A solid crystallized out, and the solution was cooled in an ice bath for 30 minutes. The mixture was then filtered and the solids we... Reactants: C(C)(C)(C)N1N=CC(=C1C1=CC=C(C=C1)F)C=1SC=C(N1)CC(=O)O (2-(2-(1-tert-butyl-5-(4-fluorophenyl)-1H-pyrazol-4-yl)thiazol-4-yl)acetic acid), N1CCC(CC1)O (piperidin-4-ol). Product: C(C)(C)(C)N1N=CC(=C1C1=CC=C(C=C1)F)C=1SC=C(N1)CC(=O)N1CCC(CC1)O (1-({2-[1-tert-butyl-5-(4-fluorophenyl)-1H-pyrazol-4-yl]-1,3-thiazol-4-yl}acetyl)piperidin-4-ol). As a reaction SMILES: [C:1]([N:5]1[C:9]([C:10]2[CH:15]=[CH:14][C:13]([F:16])=[CH:12][CH:11]=2)=[C:8]([C:17]2[S:18][CH:19]=[C:20]([CH2:22][C:23](O)=[O:24])[N:21]=2)[CH:7]=[N:6]1)([CH3:4])([CH3:3])[CH3:2].[NH:26]1[CH2:31][CH2:30][CH:29]([OH:32])[CH2:28][CH2:27]1>>[C:1]([N:5]1[C:9]([C:10]2[CH:11]=[CH:12][C:13]([F:16])=[CH:14][CH:15]=2)=[C:8]([C:17]2[S:18][CH:19]=[C:20]([CH2:22][C:23]([N:26]3[CH2:31][CH2:30][CH:29]([OH:32])[CH2:28][CH2:27]3)=[O:24])[N:21]=2)[CH:7]=[N:6]1)([CH3:3])([CH3:2])[CH3:4]. Procedure: Using 2-(2-(1-tert-butyl-5-(4-fluorophenyl)-1H-pyrazol-4-yl)thiazol-4-yl)acetic acid and piperidin-4-ol and by reaction and purification in the same manner as in the method described in Example 1, step 7, the title compound was obtained.